This data is from the Open Reaction Database (ORD), a public repository of structured organic reaction records. The task is: describe an organic reaction: reactants, conditions, products, and yield The reactants are Cc1n[nH]c(=O)c(-c2ncccc2C(F)(F)F)c1-c1ccc(Cl)cc1, O=P(Cl)(Cl)Cl. The product is Cc1nnc(Cl)c(-c2ncccc2C(F)(F)F)c1-c1ccc(Cl)cc1. RXN SMILES: [Cl:1][c:2]1[cH:3][cH:4][c:5](-[c:8]2[c:9](-[c:16]3[n:17][cH:18][cH:19][cH:20][c:21]3[C:22]([F:23])([F:24])[F:25])[c:10](=[O:15])[nH:11][n:12][c:13]2[CH3:14])[cH:6][cH:7]1.[P:26]([Cl:27])([Cl:28])([Cl:29])=[O:30]>>[Cl:1][c:2]1[cH:3][cH:4][c:5](-[c:8]2[c:9](-[c:16]3[n:17][cH:18][cH:19][cH:20][c:21]3[C:22]([F:23])([F:24])[F:25])[c:10]([Cl:28])[n:11][n:12][c:13]2[CH3:14])[cH:6][cH:7]1. Starting materials: CC(C)(C)OO, CC(C)=CCCC(C)=CCCl, [K+], [OH-], O=S1(=O)CCCC1. Product: CC(C)=CCCC(C)=CCOOC(C)(C)C. As a reaction SMILES: [C:10]([CH3:11])([CH3:12])([CH3:13])[O:14][OH:15].[CH2:16]([CH:17]=[C:18]([CH3:19])[CH2:20][CH2:21][CH:22]=[C:23]([CH3:24])[CH3:25])[Cl:26].[K+:9].[OH-:8].[S:1]1(=[O:6])(=[O:7])[CH2:2][CH2:3][CH2:4][CH2:5]1>>[C:10]([CH3:11])([CH3:12])([CH3:13])[O:14][O:15][CH2:16][CH:17]=[C:18]([CH3:19])[CH2:20][CH2:21][CH:22]=[C:23]([CH3:24])[CH3:25]. The reactants are C(C1=CC=CC=C1)NC(=O)C1=CC=C(C=2OC3=C(C21)C=C(C=C3)N)OC (N1-benzyl-4-methoxy-8-amino-dibenzo[b,d]furan-1-carboxamide), C(C)(=O)Cl (acetyl chloride), N1=CC=CC=C1 (pyridine). Run in C1CCOC1 (THF). Run at time 2 hour. Product: C(C1=CC=CC=C1)NC(=O)C1=CC=C(C=2OC3=C(C21)C=C(C=C3)NC(C)=O)OC (N1-benzyl-4-methoxy-8-acetamido-dibenzo[b,d]furan-1-carboxamide). As a reaction SMILES: [CH2:1]([NH:8][C:9]([C:11]1[C:19]2[C:18]3[CH:20]=[C:21]([NH2:24])[CH:22]=[CH:23][C:17]=3[O:16][C:15]=2[C:14]([O:25][CH3:26])=[CH:13][CH:12]=1)=[O:10])[C:2]1[CH:7]=[CH:6][CH:5]=[CH:4][CH:3]=1.[C:27](Cl)(=[O:29])[CH3:28].N1C=CC=CC=1>C1COCC1>[CH2:1]([NH:8][C:9]([C:11]1[C:19]2[C:18]3[CH:20]=[C:21]([NH:24][C:27](=[O:29])[CH3:28])[CH:22]=[CH:23][C:17]=3[O:16][C:15]=2[C:14]([O:25][CH3:26])=[CH:13][CH:12]=1)=[O:10])[C:2]1[CH:3]=[CH:4][CH:5]=[CH:6][CH:7]=1. Reported procedure: N1-benzyl-4-methoxy-8-amino-dibenzo[b,d]furan-1-carboxamide (80 mg, 0.23 mmol) (step 2) was treated with acetyl chloride (1.1 eq.) in THF (10 ml) containing pyridine (1.0 eq) at 0° C. and allowed to warm to room temperature. The reaction was stirred at room temperature for 2 h. The reaction mixture was filtered and the filterarte was concentrated. The residue was triturated with ethanol to obtain 63 mg of N1-benzyl-4-methoxy-8-acetamido-dibenzo[b,d]furan-1-carboxamide as white solid; mp: 264-265... Starting materials: O=C(Cl)c1ccccc1, ClCCl, [Cl-], O, COC(=O)c1cc[nH]c1. The product is COC(=O)c1c[nH]c(C(=O)c2ccccc2)c1. Reaction SMILES: [C:10]([c:11]1[cH:12][cH:13][cH:14][cH:15][cH:16]1)(=[O:17])[Cl:18].[CH2:20]([Cl:21])[Cl:22].[Cl-:19].[OH2:23].[nH:1]1[cH:2][c:3]([C:6](=[O:7])[O:8][CH3:9])[cH:4][cH:5]1>>[nH:1]1[cH:2][c:3]([C:6](=[O:7])[O:8][CH3:9])[cH:4][c:5]1[C:10]([c:11]1[cH:12][cH:13][cH:14][cH:15][cH:16]1)=[O:17]. The reactants are C(C)(C)(C)NC(NC1=CC=C(C=C1)C1CCC(CC1)N1CC(C1)NC(=O)CNC(C1=CC(=CC=C1)C(F)(F)F)=O)=O (N-[(1-{4-[4-(3-tert-Butyl-ureido)-phenyl]-cyclohexyl}-azetidin-3-ylcarbamoyl)-methyl]-3-trifluoromethyl-benzamide), C(=O)(C(F)(F)F)O (TFA). The product is FC(C=1C=C(C(=O)NCC(NC2CN(C2)C2CCC(CC2)C2=CC=C(C=C2)NC(=O)N)=O)C=CC1)(F)F (3-Trifluoromethyl-N-({1-[4-(4-ureido-phenyl)-cyclohexyl]-azetidin-3-ylcarbamoyl}-methyl)-benzamide). Reaction SMILES: C([NH:5][C:6](=[O:41])[NH:7][C:8]1[CH:13]=[CH:12][C:11]([CH:14]2[CH2:19][CH2:18][CH:17]([N:20]3[CH2:23][CH:22]([NH:24][C:25]([CH2:27][NH:28][C:29](=[O:40])[C:30]4[CH:35]=[CH:34][CH:33]=[C:32]([C:36]([F:39])([F:38])[F:37])[CH:31]=4)=[O:26])[CH2:21]3)[CH2:16][CH2:15]2)=[CH:10][CH:9]=1)(C)(C)C.C(O)(C(F)(F)F)=O>>[F:38][C:36]([F:37])([F:39])[C:32]1[CH:31]=[C:30]([CH:35]=[CH:34][CH:33]=1)[C:29]([NH:28][CH2:27][C:25](=[O:26])[NH:24][CH:22]1[CH2:21][N:20]([CH:17]2[CH2:16][CH2:15][CH:14]([C:11]3[CH:12]=[CH:13][C:8]([NH:7][C:6]([NH2:5])=[O:41])=[CH:9][CH:10]=3)[CH2:19][CH2:18]2)[CH2:23]1)=[O:40]. Reported procedure: N-[(1-{4-[4-(3-tert-Butyl-ureido)-phenyl]-cyclohexyl}-azetidin-3-ylcarbamoyl)-methyl]-3-trifluoromethyl-benzamide (prepared as described in Example 18, 50 mg, 0.087 mmol) was treated with TFA (1 mL) at room temperature overnight. The reaction was quenched with saturated NaHCO3. The reaction solution was extracted with a chloroform/IPA “cocktail” (˜3:1, v/v). The organic layer was dried over anhydrous Na2SO4, filtered and concentrated to give the crude product, which was then purified by a CombiF... Starting materials: C1(CC1)C(C=1C=C(C=CC1)NS(=O)(=O)C=1C=C(C(=O)O)C=CC1)C1=C(C2=C(OC1=O)CCCCCC2)O (3-[[[3-[Cyclopropyl(5,6,7,8,9,10-hexahydro4-hydroxy-2-oxo-2H-cycloocta[b]pyran-3-yl)methyl]phenyl]amino]sulfonyl]-benzoic acid), S(O)(O)(=O)=O (sulfuric acid), CO (methanol). The solvent is C(C)(=O)OCC (ethyl acetate). Product: C1(CC1)C(C=1C=C(C=CC1)NS(=O)(=O)C=1C=C(C(=O)OC)C=CC1)C1=C(C2=C(OC1=O)CCCCCC2)O (3-[[[3-[Cyclopropyl(5,6,7,8,9,10-hexahydro-4-hydroxy-2-oxo-2H-cycloocta[b]pyran-3-yl)methyl]phenyl]amino]sulfonyl]-benzoic acid, methyl ester). As a reaction SMILES: [CH:1]1([CH:4]([C:24]2[C:29](=[O:30])[O:28][C:27]3[CH2:31][CH2:32][CH2:33][CH2:34][CH2:35][CH2:36][C:26]=3[C:25]=2[OH:37])[C:5]2[CH:6]=[C:7]([NH:11][S:12]([C:15]3[CH:16]=[C:17]([CH:21]=[CH:22][CH:23]=3)[C:18]([OH:20])=[O:19])(=[O:14])=[O:13])[CH:8]=[CH:9][CH:10]=2)[CH2:3][CH2:2]1.S(=O)(=O)(O)O.[CH3:43]O>C(OCC)(=O)C>[CH:1]1([CH:4]([C:24]2[C:29](=[O:30])[O:28][C:27]3[CH2:31][CH2:32][CH2:33][CH2:34][CH2:35][CH2:36][C:26]=3[C:25]=2[OH:37])[C:5]2[CH:6]=[C:7]([NH:11][S:12]([C:15]3[CH:16]=[C:17]([CH:21]=[CH:22][CH:23]=3)[C:18]([O:20][CH3:43])=[O:19])(=[O:13])=[O:14])[CH:8]=[CH:9][CH:10]=2)[CH2:3][CH2:2]1. Procedure: A solution of the title compound from Example 292 (300 mg) and concentrated sulfuric acid (300 μL) in methanol (10 mL) is stirred for 2 days at room temperature, diluted with ethyl acetate, washed with water, brine, dried (anhydrous sodium sulfate), filtered, concentrated, and chromatographed on silica gel to give 225 mg of the title compound.